describe an organic reaction: reactants, conditions, products, and yield From a dataset of the Open Reaction Database (ORD), a public repository of structured organic reaction records. Reactants: C#CCCCNC(=O)OC(C)(C)C, CCNCC, I[Cu]I, COc1ccc(NC(=O)c2ccc(N)c(I)c2)cc1OC. Yields the product COc1ccc(NC(=O)c2ccc(N)c(C#CCCCNC(=O)OC(C)(C)C)c2)cc1OC. Reaction SMILES: [C:1]([CH3:2])([CH3:3])([CH3:4])[O:5][C:6]([NH:7][CH2:8][CH2:9][CH2:10][C:11]#[CH:12])=[O:13].[CH2:38]([NH:39][CH2:40][CH3:41])[CH3:42].[Cu:35]([I:36])[I:37].[NH2:14][c:15]1[c:16]([I:34])[cH:17][c:18]([C:19](=[O:20])[NH:21][c:22]2[cH:23][c:24]([O:30][CH3:31])[c:25]([O:28][CH3:29])[cH:26][cH:27]2)[cH:32][cH:33]1>>[C:1]([CH3:2])([CH3:3])([CH3:4])[O:5][C:6]([NH:7][CH2:8][CH2:9][CH2:10][C:11]#[C:12][c:16]1[c:15]([NH2:14])[cH:33][cH:32][c:18]([C:19](=[O:20])[NH:21][c:22]2[cH:23][c:24]([O:30][CH3:31])[c:25]([O:28][CH3:29])[cH:26][cH:27]2)[cH:17]1)=[O:13]. The reactants are CCOCCO, COc1ccc2c(Cl)c(C#N)cnc2c1, Cl, Nc1ccc2cn[nH]c2c1, c1ccncc1. The product is COc1ccc2c(Nc3ccc4cn[nH]c4c3)c(C#N)cnc2c1. Reaction SMILES: [CH3:33][CH2:34][O:35][CH2:36][CH2:37][OH:38].[Cl:1][c:2]1[c:3]([C:14]#[N:15])[cH:4][n:5][c:6]2[cH:7][c:8]([O:12][CH3:13])[cH:9][cH:10][c:11]12.[ClH:16].[NH2:23][c:24]1[cH:25][cH:26][c:27]2[cH:28][n:29][nH:30][c:31]2[cH:32]1.[n:17]1[cH:18][cH:19][cH:20][cH:21][cH:22]1>>[c:2]1([NH:23][c:24]2[cH:25][cH:26][c:27]3[cH:28][n:29][nH:30][c:31]3[cH:32]2)[c:3]([C:14]#[N:15])[cH:4][n:5][c:6]2[cH:7][c:8]([O:12][CH3:13])[cH:9][cH:10][c:11]12. Reactants: C(C(O)C)(=O)OC (methyl lactate), C(CCCCCCCCCCCCCCCCCCCCC)O (behenyl alcohol), [H-].[Na+] (sodium hydride). Run at temperature 160 celsius, time 1 hour. Yields the product C(C(O)C)(=O)OCCCCCCCCCCCCCCCCCCCCCC (Behenyl Lactate). RXN SMILES: [C:1]([O:6][CH3:7])(=[O:5])[CH:2]([CH3:4])[OH:3].[CH2:8](O)[CH2:9][CH2:10][CH2:11][CH2:12][CH2:13][CH2:14][CH2:15][CH2:16][CH2:17][CH2:18][CH2:19][CH2:20][CH2:21][CH2:22][CH2:23][CH2:24][CH2:25][CH2:26][CH2:27][CH2:28]C.[H-].[Na+]>>[C:1]([O:6][CH2:7][CH2:28][CH2:27][CH2:26][CH2:25][CH2:24][CH2:23][CH2:22][CH2:21][CH2:20][CH2:19][CH2:18][CH2:17][CH2:16][CH2:15][CH2:14][CH2:13][CH2:12][CH2:11][CH2:10][CH2:9][CH3:8])(=[O:5])[CH:2]([CH3:4])[OH:3] |f:2.3|. Procedure details: Behenyl Lactate was prepared by reacting methyl lactate (Aldrich Chemical Company, Inc. of Milwaukee, Wis.) with Lanette 22 (behenyl alcohol, 90%, Henkel Corp. of Ambler, Pa.) in a transesterification reaction according to the following method: 0.2 g sodium hydride (60% in mineral oil) was added to 32.6 grams Lanette 22 at 70° C. in a 3-neck 250ml glass flask purged with nitrogen and inserted with overhead stirrer, Dean Stark trap, thermometer, and condenser. To this was slowly added 9.4 g of me... The reactants are C(C)(=O)O[C@H]1[C@H](OC=2C=NC=C(C2)I)SC[C@H]([C@@H]1OC(C)=O)OC(C)=O (5-iodo-3-pyridinyl 2,3,4-tri-O-acetyl-5-thio-β-D-xylopyranoside), FC1=CC=C(C=C1)S(=O)[O-] (4-fluorophenyl sulfinate). The product is C(C)(=O)O[C@H]1[C@H](OC=2C=NC=C(C2)S(=O)(=O)C2=CC=C(C=C2)F)SC[C@H]([C@@H]1OC(C)=O)OC(C)=O (5-[(4-fluorophenyl)sulfonyl]-3-pyridinyl 2,3,4-tri-O-acetyl-5-thio-β-D-xylopyranoside), solid. Isolated yield 24.0%. As a reaction SMILES: [C:1]([O:4][C@@H:5]1[C@@H:18]([O:19][C:20](=[O:22])[CH3:21])[C@H:17]([O:23][C:24](=[O:26])[CH3:25])[CH2:16][S:15][C@H:6]1[O:7][C:8]1[CH:9]=[N:10][CH:11]=[C:12](I)[CH:13]=1)(=[O:3])[CH3:2].[F:27][C:28]1[CH:33]=[CH:32][C:31]([S:34]([O-:36])=[O:35])=[CH:30][CH:29]=1>>[C:1]([O:4][C@@H:5]1[C@@H:18]([O:19][C:20](=[O:22])[CH3:21])[C@H:17]([O:23][C:24](=[O:26])[CH3:25])[CH2:16][S:15][C@H:6]1[O:7][C:8]1[CH:9]=[N:10][CH:11]=[C:12]([S:34]([C:31]2[CH:32]=[CH:33][C:28]([F:27])=[CH:29][CH:30]=2)(=[O:36])=[O:35])[CH:13]=1)(=[O:3])[CH3:2]. Procedure details: By following a procedure analogous to Example 139 starting from 5-iodo-3-pyridinyl 2,3,4-tri-O-acetyl-5-thio-β-D-xylopyranoside and 4-fluorophenyl sulfinate, 5-[(4-fluorophenyl)sulfonyl]-3-pyridinyl 2,3,4-tri-O-acetyl-5-thio-β-D-xylopyranoside is obtained in the form of a white solid (yield=24%). Reaction SMILES: C[O:2][C:3](=[O:25])[C:4]1[CH:9]=[CH:8][C:7]([O:10][CH2:11][CH2:12][CH2:13][CH2:14][CH2:15][CH2:16][CH2:17][CH3:18])=[CH:6][C:5]=1[O:19][CH2:20][CH2:21][CH2:22][CH:23]=[CH2:24].[OH-].[K+]>C1COCC1.O>[CH2:11]([O:10][C:7]1[CH:8]=[CH:9][C:4]([C:3]([OH:25])=[O:2])=[C:5]([O:19][CH2:20][CH2:21][CH2:22][CH:23]=[CH2:24])[CH:6]=1)[CH2:12][CH2:13][CH2:14][CH2:15][CH2:16][CH2:17][CH3:18] |f:1.2|. Run at time 6 hour. Procedure: 77.5 g (0.22 mol) of 4-Octyloxy-2-(pent-4-en-1-yloxy)benzoic acid methyl ester obtained in Step 2 is dissolved in 700 mL of THF. A solution of 66.6 (1.19 mol) of KOH in 200 mL of water is added. The mixture is heated to reflux and stirred for 6 h. The mixture is allowed to return to room temperature, then the solvents are distilled off and ice/water is added. After acidification with concentrated HCl, the mixture is extracted with several times with CH2Cl2. The resulting organic phase is dried o... Starting materials: 66.6, [OH-].[K+] (KOH), COC(C1=C(C=C(C=C1)OCCCCCCCC)OCCCC=C)=O (4-Octyloxy-2-(pent-4-en-1-yloxy)benzoic acid methyl ester). Isolated yield 90.9%. Run in O (water), C1CCOC1 (THF). Product: C(CCCCCCC)OC1=CC(=C(C(=O)O)C=C1)OCCCC=C (4-Octyloxy-2-(pent-4-en-1-yloxy)benzoic acid). Reactants: Brc1ccc(Br)s1, C1CCOC1, [Li]CCCC, CN1C(=O)CC(c2ccccc2)C1C=O, [Cl-], [NH4+], c1ccccc1. Yields the product CN1C(=O)CC(c2ccccc2)C1C(O)c1ccc(Br)s1. Reaction SMILES: [Br:1][c:2]1[s:3][c:4]([Br:7])[cH:5][cH:6]1.[CH2:36]1[O:37][CH2:38][CH2:39][CH2:40]1.[CH3:8][CH2:9][CH2:10][CH2:11][Li:12].[CH:13](=[O:14])[CH:15]1[CH:16]([c:22]2[cH:23][cH:24][cH:25][cH:26][cH:27]2)[CH2:17][C:18](=[O:21])[N:19]1[CH3:20].[Cl-:28].[NH4+:29].[cH:30]1[cH:31][cH:32][cH:33][cH:34][cH:35]1>>[Br:1][c:2]1[s:3][c:4]([CH:13]([OH:14])[CH:15]2[CH:16]([c:22]3[cH:23][cH:24][cH:25][cH:26][cH:27]3)[CH2:17][C:18](=[O:21])[N:19]2[CH3:20])[cH:5][cH:6]1. The reactants are CCCC[N+](CCCC)(CCCC)CCCC.[F-] (TBAF), [Si](C1=CC=CC=C1)(C1=CC=CC=C1)(C(C)(C)C)OCC(=O)OCC1=CC=CC=C1 (benzyl 2-(tert-butyldiphenylsilyloxy)acetate), C(C)(C)(C)[SiH2]OC(C1=NC(=NC=C1C1=NC(=NC=C1)NC1=CC=NC=C1)N)(C1=CC=CC=C1)C1=CC=CC=C1 (4′-(tert-Butyl-diphenyl-silanyloxymethyl)-N2-pyridin-4-yl-[4,5]bipyrimidinyl-2,2′-diamine), CCCC[N+](CCCC)(CCCC)CCCC.[F-] (TBAF). Reaction conditions: time 1 hour. Product: NC1=NC=C(C(=N1)CO)C1=NC(=NC=C1)NC1=CC=NC=C1 ([2′-Amino-2-(pyridin-4-ylamino)-4,5′-bipyrimidin-4′-yl]methanol), solid. Yield: 60.0%. As a reaction SMILES: [Si](OCC(OCC1C=CC=CC=1)=O)(C(C)(C)C)(C1C=CC=CC=1)C1C=CC=CC=1.C([SiH2][O:35][C:36](C1C=CC=CC=1)(C1C=CC=CC=1)[C:37]1[C:42]([C:43]2[CH:48]=[CH:47][N:46]=[C:45]([NH:49][C:50]3[CH:55]=[CH:54][N:53]=[CH:52][CH:51]=3)[N:44]=2)=[CH:41][N:40]=[C:39]([NH2:56])[N:38]=1)(C)(C)C.CCCC[N+](CCCC)(CCCC)CCCC.[F-]>>[NH2:56][C:39]1[N:38]=[C:37]([CH2:36][OH:35])[C:42]([C:43]2[CH:48]=[CH:47][N:46]=[C:45]([NH:49][C:50]3[CH:51]=[CH:52][N:53]=[CH:54][CH:55]=3)[N:44]=2)=[CH:41][N:40]=1 |f:2.3|. Procedure details: This compound was synthesized in an analogous manner to 21 utilizing benzyl 2-(tert-butyldiphenylsilyloxy)acetate in step one, and further TBDPS deprotection as the last step. To 4′-(tert-Butyl-diphenyl-silanyloxymethyl)-N2-pyridin-4-yl-[4,5]bipyrimidinyl-2,2′-diamine (150 mg, 0.281 mmol), TBAF (1N in THF) (562 μl, 0.562 mmol) was added. The reaction was stirred rt for 1 hour. Additional TBAF (1N in THF) (281 μl, 0.281 mmol) was added, and the reaction mixture was stirred for an additional 2 hou... Reactants: COC1=CC2=C(CC3CCCCC2(C3=O)C)C=C1 (6,7,8,9,10,11-hexahydro-3-methoxy-5-methyl-5,10-methano-5H-benzocyclononen-12-one), BrCCCC1(C(CCC2=CC=CC=C12)=O)C (1-(3-bromopropyl)-1-methyl-2-tetralone), [H-].[Na+] (sodium hydride). Yields the product CC12CCCC(CC3=C1C=CC=C3)C2=O (5,6,7,8,9,10-Hexahydro-5-Methyl-5,9-Methanobenzocycloocten-11-One). Reaction SMILES: CO[C:3]1[CH:18]=[CH:17][C:6]2[CH2:7][CH:8]3[C:14](=[O:15])[C:13](C)([C:5]=2[CH:4]=1)[CH2:12][CH2:11][CH2:10][CH2:9]3.BrCCCC1(C)C2C(=CC=CC=2)CCC1=O.[H-].[Na+]>>[CH3:12][C:13]12[C:14](=[O:15])[CH:8]([CH2:7][C:6]3[CH:17]=[CH:18][CH:3]=[CH:4][C:5]=31)[CH2:9][CH2:10][CH2:11]2 |f:2.3|. Reported procedure: Using a procedure analogous to that described in Example X for the preparation of 6,7,8,9,10,11-hexahydro-3-methoxy-5-methyl-5,10-methano-5H-benzocyclononen-12-one there is otained from 1-(3-bromopropyl)-1-methyl-2-tetralone (4.0 g.) treated with sodium hydride (1 g.); 1.4 g. of the title product, b.p. 122° to 130° C. (0.1 mm.). A sample is converted to the semicarbazone and crystallized from acetonitrile, m.p. 250° to 251° C. Reactants: CCOc1ccc(Br)c(C)c1, O=Cc1cc(C2(O)SC(COCc3ccccc3)C(OCc3ccccc3)C(OCc3ccccc3)C2OCc2ccccc2)ccc1Cl, [Cl-], [NH4+], C1CCOC1. The product is CCOc1ccc(C(O)c2cc(C3(O)SC(COCc4ccccc4)C(OCc4ccccc4)C(OCc4ccccc4)C3OCc3ccccc3)ccc2Cl)c(C)c1. Reaction SMILES: [Br:1][c:2]1[c:3]([CH3:11])[cH:4][c:5]([O:8][CH2:9][CH3:10])[cH:6][cH:7]1.[CH2:12]([c:13]1[cH:14][cH:15][cH:16][cH:17][cH:18]1)[O:19][CH:20]1[C:21]([OH:22])([c:52]2[cH:53][c:54]([CH:59]=[O:60])[c:55]([Cl:58])[cH:56][cH:57]2)[S:23][CH:24]([CH2:43][O:44][CH2:45][c:46]2[cH:47][cH:48][cH:49][cH:50][cH:51]2)[CH:25]([O:35][CH2:36][c:37]2[cH:38][cH:39][cH:40][cH:41][cH:42]2)[CH:26]1[O:27][CH2:28][c:29]1[cH:30][cH:31][cH:32][cH:33][cH:34]1.[Cl-:61].[NH4+:62].[O:63]1[CH2:64][CH2:65][CH2:66][CH2:67]1>>[c:2]1([CH:59]([c:54]2[cH:53][c:52]([C:21]3([OH:22])[CH:20]([O:19][CH2:12][c:13]4[cH:14][cH:15][cH:16][cH:17][cH:18]4)[CH:26]([O:27][CH2:28][c:29]4[cH:30][cH:31][cH:32][cH:33][cH:34]4)[CH:25]([O:35][CH2:36][c:37]4[cH:38][cH:39][cH:40][cH:41][cH:42]4)[CH:24]([CH2:43][O:44][CH2:45][c:46]4[cH:47][cH:48][cH:49][cH:50][cH:51]4)[S:23]3)[cH:57][cH:56][c:55]2[Cl:58])[OH:60])[c:3]([CH3:11])[cH:4][c:5]([O:8][CH2:9][CH3:10])[cH:6][cH:7]1. The reactants are OCCNC(C1=C(C=CC=C1)I)=O (N-(2-hydroxyethyl)-2-iodobenzamide), C(O)([O-])=O.[Na+] (sodium hydrogen carbonate), C1(CCCCC1)C1=C(NC2=CC(=CC=C12)C(=O)OC)B1OC(C(O1)(C)C)(C)C (methyl 3-cyclohexyl-2-(4,4,5,5-tetramethyl-1,3,2-dioxaborolan-2-yl)-1H-indole-6-carboxylate). The reagents and catalysts are C=1C=CC(=CC1)[P](C=2C=CC=CC2)(C=3C=CC=CC3)[Pd]([P](C=4C=CC=CC4)(C=5C=CC=CC5)C=6C=CC=CC6)([P](C=7C=CC=CC7)(C=8C=CC=CC8)C=9C=CC=CC9)[P](C=1C=CC=CC1)(C=1C=CC=CC1)C=1C=CC=CC1 (tetrakis(triphenylphosphine)palladium). Run in COCCOC (1,2-dimethoxyethane), O (water), O (Water). Run at time 1 hour. The product is C1(CCCCC1)C1=C(NC2=CC(=CC=C12)C(=O)OC)C1=C(C=CC=C1)C(NCCO)=O (methyl 3-cyclohexyl-2-[2-(2-hydroxyethylcarbamoyl)phenyl]-1H-indole-6-carboxylate). Isolated yield 100.6%. As a reaction SMILES: [OH:1][CH2:2][CH2:3][NH:4][C:5](=[O:13])[C:6]1[CH:11]=[CH:10][CH:9]=[CH:8][C:7]=1I.C(=O)([O-])O.[Na+].[CH:19]1([C:25]2[C:33]3[C:28](=[CH:29][C:30]([C:34]([O:36][CH3:37])=[O:35])=[CH:31][CH:32]=3)[NH:27][C:26]=2B2OC(C)(C)C(C)(C)O2)[CH2:24][CH2:23][CH2:22][CH2:21][CH2:20]1>COCCOC.O.C1C=CC([P]([Pd]([P](C2C=CC=CC=2)(C2C=CC=CC=2)C2C=CC=CC=2)([P](C2C=CC=CC=2)(C2C=CC=CC=2)C2C=CC=CC=2)[P](C2C=CC=CC=2)(C2C=CC=CC=2)C2C=CC=CC=2)(C2C=CC=CC=2)C2C=CC=CC=2)=CC=1>[CH:19]1([C:25]2[C:33]3[C:28](=[CH:29][C:30]([C:34]([O:36][CH3:37])=[O:35])=[CH:31][CH:32]=3)[NH:27][C:26]=2[C:7]2[CH:8]=[CH:9][CH:10]=[CH:11][C:6]=2[C:5](=[O:13])[NH:4][CH2:3][CH2:2][OH:1])[CH2:20][CH2:21][CH2:22][CH2:23][CH2:24]1 |f:1.2,^1:57,59,78,97|. Procedure: To a suspension of N-(2-hydroxyethyl)-2-iodobenzamide (5.12 g, 17.5 mmol), sodium hydrogen carbonate (5.80 g, 69.8 mmol) and tetrakis(triphenylphosphine)palladium (2.00 g, 1.73 mmol) in 1,2-dimethoxyethane (70 ml) and water (35 ml) was added methyl 3-cyclohexyl-2-(4,4,5,5-tetramethyl-1,3,2-dioxaborolan-2-yl)-1H-indole-6-carboxylate (7.50 g, 19.5 mmol) in five divided portions at 90° C., and the mixture was stirred for 1 hr. Water was added to the reaction mixture and the mixture was extracted wi...